From a dataset of the Open Reaction Database (ORD), a public repository of structured organic reaction records. describe an organic reaction: reactants, conditions, products, and yield Starting materials: C(C)(C)(C)OC(=O)NC(C)(C)C1=CC=C(C=C1)C1=NC(=NC=C1Cl)Cl (4-[4-(1-tertbutoxycarbonylamino-1-methylethyl)phenyl]-2,5-dichloropyrimidine), NC1=CC=C(CCO)C=C1 (4-aminophenethyl alcohol), FC(C(=O)O)(F)F (trifluoroacetic acid). Solvent: C(C)OCCO (2-ethoxyethanol). Reaction conditions: time 30 minute. RXN SMILES: C(OC([NH:8][C:9]([C:12]1[CH:17]=[CH:16][C:15]([C:18]2[C:23]([Cl:24])=[CH:22][N:21]=[C:20](Cl)[N:19]=2)=[CH:14][CH:13]=1)([CH3:11])[CH3:10])=O)(C)(C)C.[NH2:26][C:27]1[CH:35]=[CH:34][C:30]([CH2:31][CH2:32][OH:33])=[CH:29][CH:28]=1.FC(F)(F)C(O)=O>C(OCCO)C>[NH2:8][C:9]([C:12]1[CH:13]=[CH:14][C:15]([C:18]2[C:23]([Cl:24])=[CH:22][N:21]=[C:20]([NH:26][C:27]3[CH:35]=[CH:34][C:30]([CH2:31][CH2:32][OH:33])=[CH:29][CH:28]=3)[N:19]=2)=[CH:16][CH:17]=1)([CH3:10])[CH3:11]. Yields the product NC(C)(C)C1=CC=C(C=C1)C1=NC(=NC=C1Cl)NC1=CC=C(C=C1)CCO (4-[4-(1-Amino-1-methylethyl)phenyl]-5-chloro-N-[4-(2-hydroxyethyl)phenyl]pyrimidine-2-amine), solid. Procedure details: A mixture of 4-[4-(1-tertbutoxycarbonylamino-1-methylethyl)phenyl]-2,5-dichloropyrimidine (1.53 g, 4.0 mmol) and 4-aminophenethyl alcohol (1.10 g, 8.0 mmol) in 2-ethoxyethanol (15 ml) was heated to reflux for 18 h. The reaction was cooled to room temperature, trifluoroacetic acid (2 ml) added and the reaction stirred for 30 min. Solvent was removed in vacuo and the residue partitioned between CH2Cl2 (100 ml) and saturated, aqueous Na2CO3 (80 ml). The aqueous layer was re-extracted with CH2Cl2 (2... The reactants are C(C)(C)(C)OC(N(C(CC)=O)[C@@H]1C=C[C@@H](C1)N1C2=NC(=NC(=C2N=C1)NC(CC)CC)Cl)=O ({(1S,4R)-4-[2-chloro-6-(1-ethyl-propylamino)-purin-9-yl]-cyclopent-2-enyl}-propionyl-carbamic acid tert-butyl ester), COC1=CC=C(C=C1)C(C1=CC=C(C=C1)OC)NC1=C2N=CN(C2=NC(=N1)Cl)[C@H]1[C@@H]([C@@H]([C@H](C1)N(C(=O)OC(C)(C)C)C(=O)OC(C)(C)C)O)O ((1R,2S,3R,5S)-3-(6-{[bis-(4-methoxy-phenyl)-methyl]-amino}-2-chloro-purin-9-yl)-5-(di-Boc-amino)-cyclopentane-1,2-diol). Product: C(C)(C)(C)OC(N(C(CC)=O)[C@@H]1[C@H]([C@H]([C@@H](C1)N1C2=NC(=NC(=C2N=C1)NC(CC)CC)Cl)O)O)=O ({(1S,2R,3S,4R)-4-[2-Chloro-6-(1-ethyl-propylamino)-purin-9-yl]-2,3-dihydroxy-cyclopentyl}-propionyl-carbamic acid tert-butyl ester). RXN SMILES: [C:1](OC(=O)N([C@H]1C[C@@H](N2C=NC3C2=NC(Cl)=NC=3NC(CC)CC)C=C1)C(=O)CC)(C)(C)[CH3:2].COC1C=C[C:39]([CH:42]([NH:51][C:52]2[N:60]=[C:59]([Cl:61])[N:58]=[C:57]3[C:53]=2[N:54]=[CH:55][N:56]3[C@@H:62]2[CH2:66][C@H:65]([N:67]([C:75](OC(C)(C)C)=[O:76])[C:68]([O:70][C:71]([CH3:74])([CH3:73])[CH3:72])=[O:69])[C@@H:64]([OH:82])[C@H:63]2[OH:83])[C:43]2[CH:48]=CC(OC)=CC=2)=[CH:38]C=1>>[C:71]([O:70][C:68](=[O:69])[N:67]([C@H:65]1[CH2:66][C@@H:62]([N:56]2[CH:55]=[N:54][C:53]3[C:57]2=[N:58][C:59]([Cl:61])=[N:60][C:52]=3[NH:51][CH:42]([CH2:43][CH3:48])[CH2:39][CH3:38])[C@H:63]([OH:83])[C@@H:64]1[OH:82])[C:75](=[O:76])[CH2:1][CH3:2])([CH3:72])([CH3:74])[CH3:73]. Procedure details: The title compound is prepared from {(1S,4R)-4-[2-chloro-6-(1-ethyl-propylamino)-purin-9-yl]-cyclopent-2-enyl}-propionyl-carbamic acid tert-butyl ester using a procedure analogous to that of (1R,2S,3R,5S)-3-(6-{[bis-(4-methoxy-phenyl)-methyl]-amino}-2-chloro-purin-9-yl)-5-(di-Boc-amino)-cyclopentane-1,2-diol (see Example 1). Purification by reverse phase column chromatography (Isolute™ C18, 0-100% acetonitrile in water—0.1% TFA). 1H nmr (MeOD, 400 MHz); 8.10(s, 1H), 4.80(m, 1H), 4.65(m, 1H), 4.3...